Dataset: the Open Reaction Database (ORD), a public repository of structured organic reaction records. Task: describe an organic reaction: reactants, conditions, products, and yield The reactants are O=C(OO)c1cccc(Cl)c1, ClCCl, O, O=C(O)COc1cccc2c(CCSC(c3ccccc3)c3ccccc3)coc12. The product is O=C(O)COc1cccc2c(CCS(=O)(=O)C(c3ccccc3)c3ccccc3)coc12. Reaction SMILES: [Cl:31][c:32]1[cH:33][cH:34][cH:35][c:36]([C:37]([O:38][OH:40])=[O:39])[cH:41]1.[Cl:43][CH2:44][Cl:45].[OH2:42].[c:1]1([CH:7]([S:8][CH2:9][CH2:10][c:11]2[cH:12][o:13][c:14]3[c:15]2[cH:16][cH:17][cH:18][c:19]3[O:20][CH2:21][C:22](=[O:23])[OH:24])[c:25]2[cH:26][cH:27][cH:28][cH:29][cH:30]2)[cH:2][cH:3][cH:4][cH:5][cH:6]1>>[c:1]1([CH:7]([S:8]([CH2:9][CH2:10][c:11]2[cH:12][o:13][c:14]3[c:15]2[cH:16][cH:17][cH:18][c:19]3[O:20][CH2:21][C:22](=[O:23])[OH:24])(=[O:39])=[O:42])[c:25]2[cH:26][cH:27][cH:28][cH:29][cH:30]2)[cH:2][cH:3][cH:4][cH:5][cH:6]1. Starting materials: C(OC(C#C)[C@@](C([C@@H](NC([C@@H](NC([C@@H](NC([C@@H](NC(CN1CCOCC1)=O)CCC1=CC=CC=C1)=O)CC(C)C)=O)CC1=CC=CC=C1)=O)CC(C)C)=O)(CI)C)([O-])=O ((4S,7S,10S,13S,15S)-10-benzyl-16-iodo-7,13-diisobutyl-15-methyl-1-morpholino-2,5,8,11,14-pentaoxo-4-phenethyl-3,6,9,12-tetraazahexadecan-15-ylprop-2-yn-1-yl carbonate), C(C#C)O (propargyl alcohol), CS(=O)(=O)OC[C@@](C([C@@H](NC([C@@H](NC([C@@H](NC([C@@H](NC(CN1CCOCC1)=O)CCC1=CC=CC=C1)=O)CC(C)C)=O)CC1=CC=CC=C1)=O)CC(C)C)=O)(C)O ((4S,7S,10S,13S,15R)-10-benzyl-15-hydroxy-7,13-diisobutyl-15-methyl-1-morpholino-2,5,8,11,14-pentaoxo-4-phenethyl-3,6,9,12-tetraazahexadecan-16-yl methanesulfonate). Product: CS(=O)(=O)OCC(C([C@@H](NC([C@@H](NC([C@@H](NC([C@@H](NC(CN1CCOCC1)=O)CCC1=CC=CC=C1)=O)CC(C)C)=O)CC1=CC=CC=C1)=O)CC(C)C)=O)(OC(=O)OCC#C)C ((4S,7S,10S,13S)-10-Benzyl-7,13-diisobutyl-15-methyl-1-morpholino-2,5,8,11,14-pentaoxo-4-phenethyl-15-(((prop-2-yn-1-yloxy)carbonyl)oxy)-3,6,9,12-tetraazahexadecan-16-yl methanesulfonate). As a reaction SMILES: [C:1](=O)([O-:58])[O:2][CH:3]([C@](C)(CI)C(=O)[C@H](CC(C)C)NC(=O)[C@H](CC1C=CC=CC=1)NC(=O)[C@H](CC(C)C)NC(=O)[C@H](CCC1C=CC=CC=1)NC(=O)CN1CCOCC1)[C:4]#[CH:5].C(O)C#C.[CH3:64][S:65]([O:68][CH2:69][C@:70]([OH:120])([CH3:119])[C:71](=[O:118])[C@H:72]([CH2:114][CH:115]([CH3:117])[CH3:116])[NH:73][C:74](=[O:113])[C@H:75]([CH2:106][C:107]1[CH:112]=[CH:111][CH:110]=[CH:109][CH:108]=1)[NH:76][C:77](=[O:105])[C@H:78]([CH2:101][CH:102]([CH3:104])[CH3:103])[NH:79][C:80](=[O:100])[C@H:81]([CH2:92][CH2:93][C:94]1[CH:99]=[CH:98][CH:97]=[CH:96][CH:95]=1)[NH:82][C:83](=[O:91])[CH2:84][N:85]1[CH2:90][CH2:89][O:88][CH2:87][CH2:86]1)(=[O:67])=[O:66]>>[CH3:64][S:65]([O:68][CH2:69][C:70]([CH3:119])([O:120][C:1]([O:2][CH2:3][C:4]#[CH:5])=[O:58])[C:71](=[O:118])[C@H:72]([CH2:114][CH:115]([CH3:116])[CH3:117])[NH:73][C:74](=[O:113])[C@H:75]([CH2:106][C:107]1[CH:112]=[CH:111][CH:110]=[CH:109][CH:108]=1)[NH:76][C:77](=[O:105])[C@H:78]([CH2:101][CH:102]([CH3:104])[CH3:103])[NH:79][C:80](=[O:100])[C@H:81]([CH2:92][CH2:93][C:94]1[CH:99]=[CH:98][CH:97]=[CH:96][CH:95]=1)[NH:82][C:83](=[O:91])[CH2:84][N:85]1[CH2:86][CH2:87][O:88][CH2:89][CH2:90]1)(=[O:66])=[O:67]. Procedure details: Prepared according to the procedure for (4S,7S,10S,13S,15S)-10-benzyl-16-iodo-7,13-diisobutyl-15-methyl-1-morpholino-2,5,8,11,14-pentaoxo-4-phenethyl-3,6,9,12-tetraazahexadecan-15-ylprop-2-yn-1-yl carbonate, except using propargyl alcohol and (4S,7S,10S,13S,15R)-10-benzyl-15-hydroxy-7,13-diisobutyl-15-methyl-1-morpholino-2,5,8,11,14-pentaoxo-4-phenethyl-3,6,9,12-tetraazahexadecan-16-yl methanesulfonate. The reactants are C[O-].[Na+] (sodium methylate), C(C)(=O)C1=CC2=C(C(C(=C(O2)C)Br)=O)C=C1 (7-acetyl-3-bromo-2-methyl-4H-1-benzopyran-4-one), Cl (hydrochloric acid). Run in CO (methanol). Reaction conditions: time 30 minute. Yields the product BrC1=C(OC2=C(C1=O)C=CC(=C2)O)C (3-bromo-7-hydroxy-2-methyl-4H-1-benzopyran-4-one). The yield is 96.0%. As a reaction SMILES: C[O-:2].[Na+].C([C:7]1[CH:19]=[CH:18][C:10]2[C:11](=[O:17])[C:12]([Br:16])=[C:13]([CH3:15])[O:14][C:9]=2[CH:8]=1)(=O)C.Cl>CO>[Br:16][C:12]1[C:11](=[O:17])[C:10]2[CH:18]=[CH:19][C:7]([OH:2])=[CH:8][C:9]=2[O:14][C:13]=1[CH3:15] |f:0.1|. Procedure: 2.2 ml of sodium methylate (8% of Na (w/v) in methanol) are added under an inert atmosphere to a suspension of 2.3 g (7.7.10-3 mol) of 7-acetyl-3-bromo-2-methyl-4H-1-benzopyran-4-one in 40 ml of methanol. After 30 minutes, the reaction mixture is hydrolyzed with an iced solution of hydrochloric acid. The precipitate formed is filtered off and then washed until the pH of the washings is neutral. 1.9 g (yield: 96%) of the expected product are thus obtained. Reactants: Cl (HCl), C1CCOC1 (THF), CC(C[C@]1(OC1)C(F)(F)F)(C)C1=C(COC(C)=O)C=C(C=C1)F (acetic acid 2-[1,1-dimethyl-2-((R)-2-trifluoromethyloxiranyl)ethyl]-5-fluorobenzyl ester), [Li] (lithium), [OH-].[Na+] (NaOH). Solvent: CS(=O)C (DMSO). Reaction conditions: time 3 hour. Product: FC1=CC(=C(C=C1)C(C[C@](CC#C)(O)C(F)(F)F)(C)C)CO ((S)-6-(4-fluoro-2-hydroxymethylphenyl)-6-methyl-4-trifluoromethylhept-1-yn-4-ol). Isolated yield 83.0%. As a reaction SMILES: [CH3:1][C:2]([C:12]1[CH:22]=[CH:21][C:20]([F:23])=[CH:19][C:13]=1[CH2:14][O:15]C(=O)C)([CH3:11])[CH2:3][C@:4]1([C:7]([F:10])([F:9])[F:8])[CH2:6][O:5]1.[Li].[OH-].[Na+].Cl.[CH2:28]1COC[CH2:29]1>CS(C)=O>[F:23][C:20]1[CH:21]=[CH:22][C:12]([C:2]([CH3:11])([CH3:1])[CH2:3][C@@:4]([C:7]([F:10])([F:8])[F:9])([OH:5])[CH2:6][C:28]#[CH:29])=[C:13]([CH2:14][OH:15])[CH:19]=1 |f:2.3,^1:23|. Reported procedure: To 19.1 g (0.057 mol) of acetic acid 2-[1,1-dimethyl-2-((R)-2-trifluoromethyloxiranyl)ethyl]-5-fluorobenzyl ester in 450 mL of DMSO at 15° C. was added 481 mL (0.240 mol) lithium trimethylsilylacetylide (0.5 M in THF). The mixture was warmed to room temperature and stirred for 3 hours. The mixture was then cooled to 0° C. and 300 mL of 3N NaOH was added and the mixture was stirred for 1 hour. The mixture was neutralized by the addition of 400 mL of 3N HCl. The organic phase was removed and the a... The reactants are Cl.O1CCOCC1 (hydrogen chloride dioxane), S1C(=NC2=C1C=CC=C2)C([C@H](CC2=CC=CC=C2)NC(=O)OC(C)(C)C)O ((1RS,2S)-1-(2-benzothiazolyl)-2-(tert-butoxycarbonyl)amino-3-phenyl-1-propanol). Reaction conditions: time 30 minute. The product is Cl.N[C@H](C(O)C=1SC2=C(N1)C=CC=C2)CC2=CC=CC=C2 ((1RS,2S)-2-Amino-1-(2-benzothiazolyl)-3-phenyl-1-propanol hydrochloride). As a reaction SMILES: [ClH:1].O1CCOCC1.[S:8]1[C:12]2[CH:13]=[CH:14][CH:15]=[CH:16][C:11]=2[N:10]=[C:9]1[CH:17]([OH:34])[C@@H:18]([NH:26]C(OC(C)(C)C)=O)[CH2:19][C:20]1[CH:25]=[CH:24][CH:23]=[CH:22][CH:21]=1>>[ClH:1].[NH2:26][C@@H:18]([CH2:19][C:20]1[CH:25]=[CH:24][CH:23]=[CH:22][CH:21]=1)[CH:17]([C:9]1[S:8][C:12]2[CH:13]=[CH:14][CH:15]=[CH:16][C:11]=2[N:10]=1)[OH:34] |f:0.1,3.4|. Procedure: A 4 N hydrogen chloride/dioxane solution (6.3 ml) is added to (1RS,2S)-1-(2-benzothiazolyl)-2-(tert-butoxycarbonyl)amino-3-phenyl-1-propanol (0.64 g, Reference compound No. 9-1) under ice cooling, then the temperature is raised to room temperature, and the mixture is stirred for 30 minutes. The reaction mixture is concentrated under reduced pressure, diethyl ether is added to the residue, and precipitated crystals are filtered off to give the titled reference compound (0.56 g). Reactants: O=C([O-])O, CC(C)c1c(Sc2cccc(Cl)c2)nc(COCc2ccccc2)n1C, Cl, [Na+]. Yields the product CC(C)c1c(Sc2cccc(Cl)c2)nc(CO)n1C. Reaction SMILES: [C:1](=[O:2])([O-:3])[OH:4].[CH2:6]([c:7]1[cH:8][cH:9][cH:10][cH:11][cH:12]1)[O:13][CH2:14][c:15]1[n:16]([CH3:31])[c:17]([CH:28]([CH3:29])[CH3:30])[c:18]([S:20][c:21]2[cH:22][c:23]([Cl:27])[cH:24][cH:25][cH:26]2)[n:19]1.[ClH:32].[Na+:5]>>[OH:13][CH2:14][c:15]1[n:16]([CH3:31])[c:17]([CH:28]([CH3:29])[CH3:30])[c:18]([S:20][c:21]2[cH:22][c:23]([Cl:27])[cH:24][cH:25][cH:26]2)[n:19]1.